This data is from the Open Reaction Database (ORD), a public repository of structured organic reaction records. The task is: describe an organic reaction: reactants, conditions, products, and yield Reactants: CC(=O)O[BH-](OC(C)=O)OC(C)=O, CCOC(=O)C1C(C=O)CCC(OC(C)c2cc(C(F)(F)F)cc(C(F)(F)F)c2)C1c1ccc(F)cc1, NCc1ccccc1, ClCCl, [Na+]. Yields the product CCOC(=O)C1C(CNCc2ccccc2)CCC(OC(C)c2cc(C(F)(F)F)cc(C(F)(F)F)c2)C1c1ccc(F)cc1. Reaction SMILES: [C:46]([O:47][BH-:48]([O:49][C:50](=[O:51])[CH3:52])[O:53][C:54](=[O:55])[CH3:56])(=[O:57])[CH3:58].[CH2:1]([CH3:2])[O:3][C:4](=[O:5])[CH:6]1[CH:7]([c:31]2[cH:32][cH:33][c:34]([F:37])[cH:35][cH:36]2)[CH:8]([O:14][CH:15]([CH3:16])[c:17]2[cH:18][c:19]([C:27]([F:28])([F:29])[F:30])[cH:20][c:21]([C:23]([F:24])([F:25])[F:26])[cH:22]2)[CH2:9][CH2:10][CH:11]1[CH:12]=[O:13].[CH2:38]([c:39]1[cH:40][cH:41][cH:42][cH:43][cH:44]1)[NH2:45].[Cl:60][CH2:61][Cl:62].[Na+:59]>>[CH2:1]([CH3:2])[O:3][C:4](=[O:5])[CH:6]1[CH:7]([c:31]2[cH:32][cH:33][c:34]([F:37])[cH:35][cH:36]2)[CH:8]([O:14][CH:15]([CH3:16])[c:17]2[cH:18][c:19]([C:27]([F:28])([F:29])[F:30])[cH:20][c:21]([C:23]([F:24])([F:25])[F:26])[cH:22]2)[CH2:9][CH2:10][CH:11]1[CH2:12][NH:45][CH2:38][c:39]1[cH:40][cH:41][cH:42][cH:43][cH:44]1. The reactants are CCOCC, C=CCCC(N=Cc1ccccc1)C(=O)OC, Cl. Yields the product C=CCCC(N)C(=O)OC. As a reaction SMILES: [CH2:19]([O:20][CH2:21][CH3:22])[CH3:23].[CH3:1][O:2][C:3]([CH:4]([N:5]=[CH:6][c:7]1[cH:8][cH:9][cH:10][cH:11][cH:12]1)[CH2:13][CH2:14][CH:15]=[CH2:16])=[O:17].[ClH:18]>>[CH3:1][O:2][C:3]([CH:4]([NH2:5])[CH2:13][CH2:14][CH:15]=[CH2:16])=[O:17].